This data is from the Open Reaction Database (ORD), a public repository of structured organic reaction records. The task is: describe an organic reaction: reactants, conditions, products, and yield Starting materials: C(C1=CC=CC=C1)(=O)Cl (benzoyl chloride). Reagents/catalysts: [Fe](Cl)(Cl)Cl (iron (III) chloride). The solvent is C1=CC=CC=C1 (benzene). Yields the product C(C1=CC=CC=C1)(=O)C1=CC=CC=C1 (benzophenone). RXN SMILES: [C:1](Cl)(=[O:8])[C:2]1[CH:7]=[CH:6][CH:5]=[CH:4][CH:3]=1>[Fe](Cl)(Cl)Cl.C1C=CC=CC=1>[C:1]([C:2]1[CH:7]=[CH:6][CH:5]=[CH:4][CH:3]=1)(=[O:8])[C:2]1[CH:7]=[CH:6][CH:5]=[CH:4][CH:3]=1. Procedure details: In the presence of catalytic amounts of anhydrous iron (III) chloride, and under the appropriate conditions of temperature and pressure, benzoyl chloride and benzene react to form benzophenone.